This data is from the Open Reaction Database (ORD), a public repository of structured organic reaction records. The task is: describe an organic reaction: reactants, conditions, products, and yield Reactants: N(=NC(=O)OCC)C(=O)OCC (diethyl azodicarboxylate), C1(=CC=CC=C1)P(C1=CC=CC=C1)C1=CC=CC=C1 (triphenylphosphine), FC1=NC(=CC=C1O)C1=CC2=CC=C(C=C2C=C1)OCCCCCCCC (2-fluoro-3-hydroxy-6-(6-octyloxynaphth-2-yl)pyridine), C(CCCCCCC)O (1-octanol). Run in O1CCCC1 (tetrahydrofuran). Conditions: time 0.5 hour. Yields the product FC1=NC(=CC=C1OCCCCCCCC)C1=CC2=CC=C(C=C2C=C1)OCCCCCCCC (2-fluoro-3-octyloxy-6-(6-octyloxynaphth-2-yl)pyridine). Yield: 88.9%. Reaction SMILES: N(C(OCC)=O)=NC(OCC)=O.C1(P(C2C=CC=CC=2)C2C=CC=CC=2)C=CC=CC=1.[F:32][C:33]1[C:38]([OH:39])=[CH:37][CH:36]=[C:35]([C:40]2[CH:49]=[CH:48][C:47]3[C:42](=[CH:43][CH:44]=[C:45]([O:50][CH2:51][CH2:52][CH2:53][CH2:54][CH2:55][CH2:56][CH2:57][CH3:58])[CH:46]=3)[CH:41]=2)[N:34]=1.[CH2:59](O)[CH2:60][CH2:61][CH2:62][CH2:63][CH2:64][CH2:65][CH3:66]>O1CCCC1>[F:32][C:33]1[C:38]([O:39][CH2:59][CH2:60][CH2:61][CH2:62][CH2:63][CH2:64][CH2:65][CH3:66])=[CH:37][CH:36]=[C:35]([C:40]2[CH:49]=[CH:48][C:47]3[C:42](=[CH:43][CH:44]=[C:45]([O:50][CH2:51][CH2:52][CH2:53][CH2:54][CH2:55][CH2:56][CH2:57][CH3:58])[CH:46]=3)[CH:41]=2)[N:34]=1. Reported procedure: 1.06 g (6.11 mmol) of diethyl azodicarboxylate are added dropwise at 0° C. to 1.60 g (6.11 mmol) of triphenylphosphine in 50 ml of tetrahydrofuran, and the mixture is stirred at room temperature for 0.5 hour. 1.50 g (4.08 mmol) of 2-fluoro-3-hydroxy-6-(6-octyloxynaphth-2-yl)pyridine and 0.80 g (6.11 mmol) of 1-octanol are then added. After a reaction time of 1 hour at room temperature, the solvent is distilled off, and the residue is purified by chromatography (silica gel, 9:1 hexane/ethyl aceta... The reactants are C(C)OC(C(=S)SC)=O (Ethyl(methylthio)(thioxo)acetate), N(N)C(=S)[S-].[K+] (potassium hydrazinecarbodithioate). The solvent is C(C)O (ethanol). Product: SC1=NN=C(S1)C(=O)OCC (Ethyl 5-mercapto-1,3,4-thiadiazole-2-carboxylate). RXN SMILES: [CH2:1]([O:3][C:4](=[O:9])[C:5](SC)=S)[CH3:2].[NH:10]([C:12]([S-:14])=[S:13])[NH2:11].[K+]>C(O)C>[SH:13][C:12]1[S:14][C:5]([C:4]([O:3][CH2:1][CH3:2])=[O:9])=[N:11][N:10]=1 |f:1.2|. Procedure details: Ethyl(methylthio)(thioxo)acetate (20.0 g, 122 mmol) and potassium hydrazinecarbodithioate (R. S. Drago et al., JACS (1983) 105, 2287) (17.8 g, 122 mmol) were reflux overnight in ethanol (500 ml). The solution was concentrated and EtOAc was added. The organic phase was washed with 1M HCl, brine and dried over anhydrous Na2SO4. The solvent was evaporated and the residue purified on silica gel (hexanes-acetone, 80:20) to give the title compound. 1H NMR (400 MHz, acetone-d6): 4.43 (q, 2H), 1.38 (t, ...